The task is: describe an organic reaction: reactants, conditions, products, and yield. This data is from the Open Reaction Database (ORD), a public repository of structured organic reaction records. Starting materials: C=CCN1CCCC1=O, CO, ClC(Cl)Cl, ON=Cc1cccnc1. Yields the product O=C1CCCN1CC1CC(c2cccnc2)=NO1. Reaction SMILES: [CH2:10]([CH:11]=[CH2:12])[N:13]1[C:14](=[O:18])[CH2:15][CH2:16][CH2:17]1.[CH3:19][OH:20].[CH:21]([Cl:22])([Cl:23])[Cl:24].[n:1]1[cH:2][c:3]([CH:7]=[N:8][OH:9])[cH:4][cH:5][cH:6]1>>[n:1]1[cH:2][c:3]([C:7]2=[N:8][O:9][CH:11]([CH2:10][N:13]3[C:14](=[O:18])[CH2:15][CH2:16][CH2:17]3)[CH2:12]2)[cH:4][cH:5][cH:6]1. The reactants are C(C)C(CC)NC1=C(C(=NC(=C1)C)OC1=C(C=C(C=C1C)CO)C)C ({4-[4-(1-Ethyl-propylamino)-3,6-dimethyl-pyridin-2-yloxy]-3,5-dimethyl-phenyl}-methanol), [OH-].[Na+] (NaOH), C1CCOC1 (THF). Reaction conditions: time 5 minute. The product is C(C)C(CC)NC1=C(C(=NC(=C1)C)OC1=C(C=C(C=C1C)COC)C)C ((1-Ethyl-propyl)-[2-(4-methoxymethyl-2,6-dimethyl-phenoxy)-3,6-dimethyl-pyridin-4-yl]-amine). RXN SMILES: [CH2:1]([CH:3]([NH:6][C:7]1[CH:12]=[C:11]([CH3:13])[N:10]=[C:9]([O:14][C:15]2[C:20]([CH3:21])=[CH:19][C:18]([CH2:22][OH:23])=[CH:17][C:16]=2[CH3:24])[C:8]=1[CH3:25])[CH2:4][CH3:5])[CH3:2].[OH-].[Na+].[CH2:28]1COCC1>>[CH2:1]([CH:3]([NH:6][C:7]1[CH:12]=[C:11]([CH3:13])[N:10]=[C:9]([O:14][C:15]2[C:16]([CH3:24])=[CH:17][C:18]([CH2:22][O:23][CH3:28])=[CH:19][C:20]=2[CH3:21])[C:8]=1[CH3:25])[CH2:4][CH3:5])[CH3:2] |f:1.2|. Procedure: To a solution of {4-[4-(1-Ethyl-propylamino)-3,6-dimethyl-pyridin-2-yloxy]-3,5-dimethyl-phenyl}-methanol in dry THF was added 60% NaOH in oil and stirred for 5 min. Excess of Mel was added and stirred at room temperature for 2 hr. After standard worked up procedure and purification, the title compound was obtained as a clear golden oil. 1H NMR(CDCl3) d 7.02(s,2H), 6.06(s,1H), 4.40(s,3H), 3.72(d,1H), 3.39(s,3H), 3.36(m,1H), 2.12(s,3H), 2.11(s,3H), 2.10(s,6H), 1.4-1.7(m,4H), 0.95(t,6H) ppm. RXN SMILES: [CH2:7]([Li:8])[CH2:9][CH2:10][CH3:11].[CH3:28][CH2:29][CH2:30][CH2:31][CH2:32][CH3:33].[Cl-:34].[I:1][c:2]1[cH:3][n:4][nH:5][cH:6]1.[NH4+:35].[O:23]1[CH2:24][CH2:25][CH2:26][CH2:27]1.[c:12]1([C:18](=[O:19])[O:20][CH2:21][CH3:22])[cH:13][cH:14][cH:15][cH:16][n:17]1>>[c:2]1([C:18]([c:12]2[cH:13][cH:14][cH:15][cH:16][n:17]2)=[O:19])[cH:3][nH:4][n:5][cH:6]1. Reactants: [Li]CCCC, CCCCCC, [Cl-], Ic1cn[nH]c1, [NH4+], C1CCOC1, CCOC(=O)c1ccccn1. The product is O=C(c1cn[nH]c1)c1ccccn1.